From a dataset of the Open Reaction Database (ORD), a public repository of structured organic reaction records. describe an organic reaction: reactants, conditions, products, and yield The reactants are NC(C1(CCCC1)N(C)C)C1=CC=CC=C1 ({1-[amino(phenyl)methyl]cyclopentyl}dimethylamine), CN(C1(COCC1)C(NC(C1=C(C=CC=C1C)C)=O)C1=CC=CC=C1)C ((±)N-[[3-(Dimethylamino)tetrahydro-3-furanyl](phenyl)methyl]-2,6-dimethylbenzamide), ClC1=CC(=C(C(=O)O)C=C1)C (4-chloro-2-methylbenzoic acid), C=1C=CC2=C(C1)N=NN2O (HOBt), C1CCC(CC1)N=C=NC2CCCCC2 (DCC), C([O-])(O)=O.[Na+] (sodium bicarbonate). Conditions: time 8 hour. Isolated yield 43.0%. Run in C(Cl)Cl (DCM). The product is ClC1=CC(=C(C(=O)NC(C2=CC=CC=C2)C2(CCCC2)N(C)C)C=C1)C (4-Chloro-N-[[1-(dimethylamino)cyclopentyl](phenyl)methyl]-2-methylbenzamide). As a reaction SMILES: [NH2:1][CH:2]([C:11]1[CH:16]=[CH:15][CH:14]=[CH:13][CH:12]=1)[C:3]1([N:8]([CH3:10])[CH3:9])[CH2:7][CH2:6][CH2:5][CH2:4]1.CN(C)C1(C(C2C=CC=CC=2)NC(=O)C2C(C)=CC=CC=2C)CCOC1.[Cl:43][C:44]1[CH:52]=[CH:51][C:47]([C:48](O)=[O:49])=[C:46]([CH3:53])[CH:45]=1.C1C=CC2N(O)N=NC=2C=1.C1CCC(N=C=NC2CCCCC2)CC1.C(=O)(O)[O-].[Na+]>C(Cl)Cl>[Cl:43][C:44]1[CH:52]=[CH:51][C:47]([C:48]([NH:1][CH:2]([C:3]2([N:8]([CH3:10])[CH3:9])[CH2:7][CH2:6][CH2:5][CH2:4]2)[C:11]2[CH:12]=[CH:13][CH:14]=[CH:15][CH:16]=2)=[O:49])=[C:46]([CH3:53])[CH:45]=1 |f:5.6|. Procedure: A mixture of {1-[amino(phenyl)methyl]cyclopentyl}dimethylamine D3 enantiomer 2 (80 mg, 0.37 mmol), 4-chloro-2-methylbenzoic acid (68 mg; 0.40 mmol), HOBt (61 mg; 0.40 mmol) and PS-DCC (310 mg of 1.3 mmol/g loading, 0.40 mmol) in DCM (4 ml) was shaken overnight. Saturated aqueous sodium bicarbonate was added and the mixture separated with a phase-sep cartridge and the organics applied directly to SCX resin. Elution with DCM, methanol and then 1M ammonia in methanol, followed by chromatography elu... The reactants are BrC1=CC(=C(C=C1)S(=O)(=O)Cl)C (4-bromo-2-methylbenzene-1-sulfonyl chloride), CN1N=CC2=CC(=CC=C12)CN ((1-methyl-1H-indazol-5-yl)methanamine). The product is BrC1=CC(=C(C=C1)S(=O)(=O)NCC=1C=C2C=NN(C2=CC1)C)C (4-Bromo-2-methyl-N-((1-methyl-1H-indazol-5-yl)methyl)benzenesulfonamide). As a reaction SMILES: [Br:1][C:2]1[CH:7]=[CH:6][C:5]([S:8](Cl)(=[O:10])=[O:9])=[C:4]([CH3:12])[CH:3]=1.[CH3:13][N:14]1[C:22]2[C:17](=[CH:18][C:19]([CH2:23][NH2:24])=[CH:20][CH:21]=2)[CH:16]=[N:15]1>>[Br:1][C:2]1[CH:7]=[CH:6][C:5]([S:8]([NH:24][CH2:23][C:19]2[CH:18]=[C:17]3[C:22](=[CH:21][CH:20]=2)[N:14]([CH3:13])[N:15]=[CH:16]3)(=[O:10])=[O:9])=[C:4]([CH3:12])[CH:3]=1. Reported procedure: The titled compound was prepared according to the procedure described in step-1 of Example 1 from 4-bromo-2-methylbenzene-1-sulfonyl chloride and (1-methyl-1H-indazol-5-yl)methanamine. Reactants: [BH3-]C#N, CC(=O)O, CC#N, N#CC(C#N)=C1NCCN1CCNCc1ccc(CN2CCCCC2)o1, [Na+]. Product: CN(CCN1CCNC1=C(C#N)C#N)Cc1ccc(CN2CCCCC2)o1. As a reaction SMILES: [C:27]([BH3-:28])#[N:29].[CH3:31][C:32](=[O:33])[OH:34].[CH3:35][C:36]#[N:37].[N:1]1([CH2:7][c:8]2[cH:9][cH:10][c:11]([CH2:13][NH:14][CH2:15][CH2:16][N:17]3[C:18](=[C:22]([C:23]#[N:24])[C:25]#[N:26])[NH:19][CH2:20][CH2:21]3)[o:12]2)[CH2:2][CH2:3][CH2:4][CH2:5][CH2:6]1.[Na+:30]>>[N:1]1([CH2:7][c:8]2[cH:9][cH:10][c:11]([CH2:13][N:14]([CH2:15][CH2:16][N:17]3[C:18](=[C:22]([C:23]#[N:24])[C:25]#[N:26])[NH:19][CH2:20][CH2:21]3)[CH3:27])[o:12]2)[CH2:2][CH2:3][CH2:4][CH2:5][CH2:6]1. The reactants are OC1=C(C(OC(=C1)C)=O)C(\C=C\C1=C(C=C(C=C1)SC)OC)=O (4-Hydroxy-3-[(E)-3-(2-methoxy-4-methylsulfanyl-phenyl)-acryloyl]-6-methyl-pyran-2-one), NCCS (2-aminoethanethiol). The solvent is C(C)O (ethanol). Run at temperature 80 celsius. Product: OC1=C(C(OC(=C1)C)=O)C1=NCCSC(C1)C1=C(C=C(C=C1)SC)OC (4-hydroxy-3-[7-(2-methoxy-4-methylsulfanyl-phenyl)-2,3,6,7-tetrahydro-[1,4]thiazepin-5-yl]-6-methyl-pyran-2-one). Yield: 41.6%. As a reaction SMILES: [OH:1][C:2]1[CH:7]=[C:6]([CH3:8])[O:5][C:4](=[O:9])[C:3]=1[C:10](=O)/[CH:11]=[CH:12]/[C:13]1[CH:18]=[CH:17][C:16]([S:19][CH3:20])=[CH:15][C:14]=1[O:21][CH3:22].[NH2:24][CH2:25][CH2:26][SH:27]>C(O)C>[OH:1][C:2]1[CH:7]=[C:6]([CH3:8])[O:5][C:4](=[O:9])[C:3]=1[C:10]1[CH2:11][CH:12]([C:13]2[CH:18]=[CH:17][C:16]([S:19][CH3:20])=[CH:15][C:14]=2[O:21][CH3:22])[S:27][CH2:26][CH2:25][N:24]=1. Procedure: 4-Hydroxy-3-[(E)-3-(2-methoxy-4-methylsulfanyl-phenyl)-acryloyl]-6-methyl-pyran-2-one (41.8 mg, 0.126 mmol), prepared as in Reference 5, Step 5.1, was dissolved in absolute ethanol (5 mL) and then 2-aminoethanethiol (9.8 mg, 0.126 mmol) was added to the solution. The mixture was stirred at 80° C. The progress of the reaction was followed by analytical HPLC and when complete (approximately 12 hours) the solvent was removed in vacuo. Product was purified by silica flash column chromatography to pr...